This data is from the Open Reaction Database (ORD), a public repository of structured organic reaction records. The task is: describe an organic reaction: reactants, conditions, products, and yield Conditions: temperature 5 celsius. Reaction SMILES: [Cl:1][C:2]1[N:11]=[C:10]([C:12]2[CH:13]=[C:14]([NH:18]C(=O)OC(C)(C)C)[CH:15]=[CH:16][CH:17]=2)[C:9]2[C:4](=[CH:5][C:6]([O:28][CH3:29])=[C:7]([O:26][CH3:27])[CH:8]=2)[N:3]=1.FC(F)(F)C(O)=O.[OH-].[Na+]>>[Cl:1][C:2]1[N:11]=[C:10]([C:12]2[CH:13]=[C:14]([NH2:18])[CH:15]=[CH:16][CH:17]=2)[C:9]2[C:4](=[CH:5][C:6]([O:28][CH3:29])=[C:7]([O:26][CH3:27])[CH:8]=2)[N:3]=1 |f:2.3|. Starting materials: ClC1=NC2=CC(=C(C=C2C(=N1)C=1C=C(C=CC1)NC(OC(C)(C)C)=O)OC)OC (t-butyl [3-(2-chloro-6,7-dimethoxyquinazolin-4-yl)phenyl]carbamate), FC(C(=O)O)(F)F (trifluoroacetic acid), [OH-].[Na+] (sodium hydroxide). Isolated yield 96.9%. Product: ClC1=NC2=CC(=C(C=C2C(=N1)C=1C=C(C=CC1)N)OC)OC (3-(2-chloro-6,7-dimethoxy-quinazolin-4-yl)phenylamine). Procedure: Under a nitrogen atmosphere, 420 mg (1.00 mmol) of t-butyl [3-(2-chloro-6,7-dimethoxyquinazolin-4-yl)phenyl]carbamate was allowed to cool down to 5° C., trifluoroacetic acid (1 mL) was added dropwise while stirring, and the mixture was stirred at room temperature. The mixture was stirred for 1.25 hours, then allowed to cool down to 5° C. to 10° C., 2 N aqueous sodium hydroxide solution (6.2 mL) was added dropwise to precipitate pale yellow crystals. The mixture was stirred at room temperature fo... The reactants are O=C([O-])[O-], CC(C)=O, O=c1c(-c2ccccc2Cl)coc2cc(O)cc(Cl)c12, N#CCCl, [I-], [K+], [K+], [K+], O. Product: N#CCOc1cc(Cl)c2c(=O)c(-c3ccccc3Cl)coc2c1. As a reaction SMILES: [C:21](=[O:22])([O-:23])[O-:24].[CH3:33][C:34](=[O:35])[CH3:36].[Cl:1][c:2]1[cH:3][c:4]([OH:20])[cH:5][c:6]2[c:7]1[c:8](=[O:19])[c:9](-[c:12]1[c:13]([Cl:18])[cH:14][cH:15][cH:16][cH:17]1)[cH:10][o:11]2.[Cl:27][CH2:28][C:29]#[N:30].[I-:32].[K+:25].[K+:26].[K+:31].[OH2:37]>>[Cl:1][c:2]1[cH:3][c:4]([O:20][CH2:28][C:29]#[N:30])[cH:5][c:6]2[c:7]1[c:8](=[O:19])[c:9](-[c:12]1[c:13]([Cl:18])[cH:14][cH:15][cH:16][cH:17]1)[cH:10][o:11]2.